describe an organic reaction: reactants, conditions, products, and yield From a dataset of the Open Reaction Database (ORD), a public repository of structured organic reaction records. Starting materials: O.C1(=CC=C(C=C1)S(=O)(=O)O)C (p-toluenesulfonic acid monohydrate), O (water), ClC1=CC(=C(C=C1C=O)N1C(CC(CC1=O)C(F)(F)F)=O)F (N-(4'-chloro-2'-fluoro-5'-formylphenyl)-3-(trifluoromethyl)glutarimide), ClC1=CC(=C(C=C1C=O)N1C(CC(CC1=O)C(F)(F)F)=O)F (N-(4'-chloro-2'-fluoro-5'-formylphenyl)-3-(trifluoromethyl)glutarimide), C(CO)O (ethylene glycol). The solvent is C1(=CC=CC=C1)C (toluene). Product: ClC1=CC(=C(C=C1C1OCCCO1)N1C(CC(CC1=O)C(F)(F)F)=O)F (N-[4'-chloro-2'-fluoro-5'-(1,3-dioxanyl)phenyl]-3-(trifluoromethyl)glutarimide). Yield: 2527.0%. RXN SMILES: [Cl:1][C:2]1[C:7]([CH:8]=[O:9])=[CH:6][C:5]([N:10]2[C:15](=[O:16])[CH2:14][CH:13]([C:17]([F:20])([F:19])[F:18])[CH2:12][C:11]2=[O:21])=[C:4]([F:22])[CH:3]=1.[CH2:23]([OH:26])[CH2:24]O.O.[C:28]1(C)C=CC(S(O)(=O)=O)=CC=1.O>C1(C)C=CC=CC=1>[Cl:1][C:2]1[C:7]([CH:8]2[O:26][CH2:23][CH2:24][CH2:28][O:9]2)=[CH:6][C:5]([N:10]2[C:11](=[O:21])[CH2:12][CH:13]([C:17]([F:19])([F:18])[F:20])[CH2:14][C:15]2=[O:16])=[C:4]([F:22])[CH:3]=1 |f:2.3|. Reported procedure: To 3.4 g (.10 mmol) N-(4'-chloro-2'-fluoro-5'-formylphenyl)-3-(trifluoromethyl)glutarimide (Compound 94) in 110 ml toluene was added 0.94 g (15 mmol) ethylene glycol and a catalytic amount of p-toluenesulfonic acid monohydrate (0.48 g, 2 mmol). The mixture was refluxed for 72 h with removal of water via a Dean-Stark trap. The solvent was removed in vacuo and the residue was partitioned between EtOAc and water. The organics were washed with water and brine, dried over MgSO4, then filtered and con...